This data is from the Open Reaction Database (ORD), a public repository of structured organic reaction records. The task is: describe an organic reaction: reactants, conditions, products, and yield Starting materials: O1C(CCCC1)N=C=O (tetrahydro-2-pyranyl isocyanate), NC(CN1CC2CN(CC(C1)C2)C(=O)OC(C)C)C2=CC=C(C=C2)C#N (iso-Propyl 7-[2-amino-2-(4-cyanophenyl)ethyl]-3,7-diazabicyclo-[3.3.1]nonane-3-carboxylate). The solvent is C1=CC=CC=C1 (benzene), C1=CC=CC=C1 (benzene). Reaction conditions: time 2 hour. Product: C(N)(=O)NC(CN1CC2CN(CC(C1)C2)C(=O)OC(C)C)C2=CC=C(C=C2)C#N (iso-Propyl 7-[2-carbamoylamino-2-(4-cyanophenyl)ethyl]-3,7-diazabicyclo [3.3.1]nonane-3-carboxylate). Yield: 67.0%. Reaction SMILES: [O:1]1CCCC[CH:2]1[N:7]=C=O.[NH2:10][CH:11]([C:28]1[CH:33]=[CH:32][C:31]([C:34]#[N:35])=[CH:30][CH:29]=1)[CH2:12][N:13]1[CH2:20][CH:19]2[CH2:21][CH:15]([CH2:16][N:17]([C:22]([O:24][CH:25]([CH3:27])[CH3:26])=[O:23])[CH2:18]2)[CH2:14]1>C1C=CC=CC=1>[C:2]([NH:10][CH:11]([C:28]1[CH:33]=[CH:32][C:31]([C:34]#[N:35])=[CH:30][CH:29]=1)[CH2:12][N:13]1[CH2:14][CH:15]2[CH2:21][CH:19]([CH2:18][N:17]([C:22]([O:24][CH:25]([CH3:27])[CH3:26])=[O:23])[CH2:16]2)[CH2:20]1)(=[O:1])[NH2:7]. Reported procedure: A solution of tetrahydro-2-pyranyl isocyanate (382 mg, 3.0 mmol) in benzene (10 mL) was added to a stirred solution of iso-propyl 7-[2-amino-2-(4-cyanophenyl)ethyl]-3,7-diazabicyclo[3.3.1]nonane-3-carboxylate (see Example 9 above; 1.07 g; 3.0 mmol) in benzene (35 mL). The reaction mixture was stirred for 2 h at rt, after which the solvent was evaporated and the residue re-dissolved in a mixture of MeOH (27 mL) and dilute HCl (4.5 mL; 0.1 M). The resulting solution was refluxed for 3 h, before th... Reactants: O1C(=CC=C1)C=O (2-furaldehyde), C(C)(=O)O[BH-](OC(C)=O)OC(C)=O.[Na+] (sodium triacetoxyborohydride), C(CCC)OCCOC1=CC=C(C=C1)C=1C=CC2=C(C=C(CCN2)C(=O)NC2=CC=C(C=C2)[C@@H](C2=[N+](C=CC=C2)[O-])O)C1 (7-[4-(2-butoxyethoxy)phenyl]-N-[4-[(S)-hydroxy(1-oxidopyridin-2-yl)methyl]phenyl]-2,3-dihydro-1H-1-benzazepine-4-carboxamide), O1C(=CC=C1)C=O (2-furaldehyde), C(C)(=O)O[BH-](OC(C)=O)OC(C)=O.[Na+] (sodium triacetoxyborohydride), C(C)(=O)O (acetic acid). Run in O (water), ClCCCl (1,2-dichloroethane). Conditions: time 20 hour. The product is C(CCC)OCCOC1=CC=C(C=C1)C=1C=CC2=C(C=C(CCN2C=2OC=CC2)C(=O)NC2=CC=C(C=C2)[C@@H](C2=[N+](C=CC=C2)[O-])O)C1 (7-[4-(2-butoxyethoxy)phenyl]-1-(2-furyl)-N-[4-[(S)-hydroxy(1-oxidopyridin-2-yl)methyl]phenyl]-2,3-dihydro-1H-1-benzazepine-4-carboxamide). The yield is 67.3%. As a reaction SMILES: [CH2:1]([O:5][CH2:6][CH2:7][O:8][C:9]1[CH:14]=[CH:13][C:12]([C:15]2[CH:16]=[CH:17][C:18]3[NH:24][CH2:23][CH2:22][C:21]([C:25]([NH:27][C:28]4[CH:33]=[CH:32][C:31]([C@H:34]([OH:42])[C:35]5[CH:40]=[CH:39][CH:38]=[CH:37][N+:36]=5[O-:41])=[CH:30][CH:29]=4)=[O:26])=[CH:20][C:19]=3[CH:43]=2)=[CH:11][CH:10]=1)[CH2:2][CH2:3][CH3:4].[O:44]1[CH:48]=[CH:47][CH:46]=[C:45]1C=O.C(O[BH-](OC(=O)C)OC(=O)C)(=O)C.[Na+].C(O)(=O)C>ClCCCl.O>[CH2:1]([O:5][CH2:6][CH2:7][O:8][C:9]1[CH:10]=[CH:11][C:12]([C:15]2[CH:16]=[CH:17][C:18]3[N:24]([C:45]4[O:44][CH:48]=[CH:47][CH:46]=4)[CH2:23][CH2:22][C:21]([C:25]([NH:27][C:28]4[CH:29]=[CH:30][C:31]([C@H:34]([OH:42])[C:35]5[CH:40]=[CH:39][CH:38]=[CH:37][N+:36]=5[O-:41])=[CH:32][CH:33]=4)=[O:26])=[CH:20][C:19]=3[CH:43]=2)=[CH:13][CH:14]=1)[CH2:2][CH2:3][CH3:4] |f:2.3|. Procedure details: To a solution of 7-[4-(2-butoxyethoxy)phenyl]-N-[4-[(S)-hydroxy(1-oxidopyridin-2-yl)methyl]phenyl]-2,3-dihydro-1H-1-benzazepine-4-carboxamide (200 mg) and 2-furaldehyde (0.2 g) in 1,2-dichloroethane (10 ml) were added sodium triacetoxyborohydride (0.22 g) and acetic acid (1 droplet) at room temperature and the mixture was stirred for 20 hours. To the reaction solution were added 2-furaldehyde (0.2 g) and sodium triacetoxyborohydride (0.22 g), and the mixture was further stirred for 3 days. To th... Reactants: C1CC2=CC=CC=C2C(=O)C1 (α-tetralone), [N+](=O)([O-])[O-].[Na+] (sodium nitrate). The solvent is conc. sulftric acid, ice water. Reaction conditions: temperature 0 celsius, time 1 hour. Product: [N+](=O)([O-])C1=CC=C2CCCC(C2=C1)=O (7-nitro-3,4-dihydro-2H-naphthalen-1-one). The yield is 50.0%. As a reaction SMILES: [CH2:1]1[CH2:11][C:9](=[O:10])[C:8]2[C:3](=[CH:4][CH:5]=[CH:6][CH:7]=2)[CH2:2]1.[N+:12]([O-])([O-:14])=[O:13].[Na+]>>[N+:12]([C:6]1[CH:7]=[C:8]2[C:3]([CH2:2][CH2:1][CH2:11][C:9]2=[O:10])=[CH:4][CH:5]=1)([O-:14])=[O:13] |f:1.2|. Reported procedure: 10.0 g (68 mmol) of α-tetralone were dissolved in 80 ml of conc. sulftric acid with ice-cooling. After addition of 6.4 g (75 mmol) of sodium nitrate in portions, the mixture was additionally stirred at 0° C. for 1 h and then poured onto 350 ml of ice water. The precipitated product was filtered off with suction, washed with water until neutral, dried in vacuo and recrystallized from isopropanol. 6.5 g of 7-nitro-3,4-dihydro-2H-naphthalen-1-one were obtained, m.p. 104-106° C. Reactants: ClC=1C=C(C=CC1OCC(C)(F)F)C(C)=O (1-(3-chloro-4-(2,2-difluoropropoxy)phenyl)ethanone), CC(C)(C)[S@@](=O)N ((R)-2-methylpropane-2-sulfinamide), Amine-1. The product is ClC=1C=C(C=CC1OCC(C)(F)F)C(C)N[S@](=O)C(C)(C)C ((R)—N-(1-(3-chloro-4-(2,2-difluoropropoxy)phenyl)ethyl)-2-methylpropane-2-sulfinamide). Isolated yield 80.0%. As a reaction SMILES: [Cl:1][C:2]1[CH:3]=[C:4]([C:14](=O)[CH3:15])[CH:5]=[CH:6][C:7]=1[O:8][CH2:9][C:10]([F:13])([F:12])[CH3:11].[CH3:17][C:18]([S@:21]([NH2:23])=[O:22])([CH3:20])[CH3:19]>>[Cl:1][C:2]1[CH:3]=[C:4]([CH:14]([NH:23][S@@:21]([C:18]([CH3:20])([CH3:19])[CH3:17])=[O:22])[CH3:15])[CH:5]=[CH:6][C:7]=1[O:8][CH2:9][C:10]([F:13])([F:12])[CH3:11]. Reported procedure: The title compound is prepared in 80% yield (696 mg, colorless oil) from 1-(3-chloro-4-(2,2-difluoropropoxy)phenyl)ethanone (610 mg, 2.45 mmol, Step-4) and (R)-2-methylpropane-2-sulfinamide (446 mg, 3.68 mmol) in a similar manner to Step-4 of Amine-1. The reactants are ClC1=NC=C(C(=N1)Cl)I (2,4-dichloro-5-iodopyrimidine), CN (methylamine), CC1(OB(OC1(C)C)C=1SC=CC1)C (4,4,5,5-tetramethyl-2-(2-thienyl)-1,3,2-dioxaborolane). The product is ClC1=NC=C(C(=N1)NC)C=1SC=CC1 ((2-chloro-5-(2-thienyl)pyrimidine-4-yl)-methyl-amine). RXN SMILES: [Cl:1][C:2]1[N:7]=[C:6](Cl)[C:5](I)=[CH:4][N:3]=1.[CH3:10][NH2:11].CC1(C)C(C)(C)OB([C:20]2[S:21][CH:22]=[CH:23][CH:24]=2)O1>>[Cl:1][C:2]1[N:7]=[C:6]([NH:11][CH3:10])[C:5]([C:20]2[S:21][CH:22]=[CH:23][CH:24]=2)=[CH:4][N:3]=1. Procedure: Preparation according to procedures 2 and 3 with the use of 2,4-dichloro-5-iodopyrimidine, methylamine and 4,4,5,5-tetramethyl-2-(2-thienyl)-1,3,2-dioxaborolane. The reactants are C(OC)(OC)OC (Trimethyl orthoformate), CC=1C=CC(=CC1)S(=O)(=O)O (pTsOH), C(C1=CC=CC=C1)OC(=O)N1C2C(C(C1)OCC1=CC=CC=C1)OCC2=O (6-Benzyloxy-3-oxo-hexahydro-furo[3,2-b]pyrrole-4-carboxylic acid benzyl ester). The solvent is CO (methanol). Reaction conditions: temperature 60 celsius. Yields the product C(C1=CC=CC=C1)OC(=O)N1C2C(C(C1)OCC1=CC=CC=C1)OCC2(OC)OC (6-Benzyloxy-3,3-dimethoxy-hexahydro-furo[3,2-b]pyrrole-4-carboxylic acid benzyl ester). RXN SMILES: [CH2:1]([O:8][C:9]([N:11]1[CH2:15][CH:14]([O:16][CH2:17][C:18]2[CH:23]=[CH:22][CH:21]=[CH:20][CH:19]=2)[CH:13]2[O:24][CH2:25]C(=O)[CH:12]12)=[O:10])[C:2]1[CH:7]=[CH:6][CH:5]=[CH:4][CH:3]=1.[CH:28]([O:33][CH3:34])([O:31][CH3:32])OC.CC1C=CC(S(O)(=O)=O)=CC=1>CO>[CH2:1]([O:8][C:9]([N:11]1[CH2:15][CH:14]([O:16][CH2:17][C:18]2[CH:19]=[CH:20][CH:21]=[CH:22][CH:23]=2)[CH:13]2[O:24][CH2:25][C:28]([O:31][CH3:32])([O:33][CH3:34])[CH:12]12)=[O:10])[C:2]1[CH:7]=[CH:6][CH:5]=[CH:4][CH:3]=1. Procedure: Compound 12a (7.6 g) was dissolved dry methanol (100 mL). Trimethyl orthoformate (30 mL) and pTsOH (0.2 g) was added at rt under a nitrogen atmosphere. The mixture was heated at 60° C. for 8 hours. Once the reaction was deemed complete according to TLC, it was cooled to rt and concentrated in vacuo. The crude product was purified by column chromatography over silica gel eluting with ethyl acetate-heptane (1:4) to afford after concentration in vacuo the ketal 12b as a clear oil (5.9 g, 71% over 2...